This data is from the Open Reaction Database (ORD), a public repository of structured organic reaction records. The task is: describe an organic reaction: reactants, conditions, products, and yield Reactants: C(C1=CC=CC=C1)ON1C(N2C(N(C3=C2C=C(C(=C3)N3CCN(CC3)C(=O)OC(C)(C)C)F)C3CC3)=CC1=O)=O (tert-Butyl 4-[2-(benzyloxy)-5-cyclopropyl-8-fluoro-1,2,3,5-tetrahydro-1,3-dioxopyrimido[1,6-a]benzimidazol-7-yl]-1-piperazinecarboxylate). Reagents/catalysts: [Pd] (palladium/carbon). Solvent: C(C)O (ethanol). The product is C1(CC1)N1C=2N(C3=C1C=C(C(=C3)F)N3CCN(CC3)C(=O)OC(C)(C)C)C(N(C(C2)=O)O)=O (tert-butyl 4-[5-cyclopropyl-8-fluoro-1,2,3,5-tetrahydro-2-hydroxy-1,3-dioxopyrimido[1,6-a]benzimidazol-7-yl]-1-piperazinecarboxylate). Isolated yield 72.0%. Reaction SMILES: C([O:8][N:9]1[C:38](=[O:39])[CH:37]=[C:12]2[N:13]([CH:34]3[CH2:36][CH2:35]3)[C:14]3[CH:19]=[C:18]([N:20]4[CH2:25][CH2:24][N:23]([C:26]([O:28][C:29]([CH3:32])([CH3:31])[CH3:30])=[O:27])[CH2:22][CH2:21]4)[C:17]([F:33])=[CH:16][C:15]=3[N:11]2[C:10]1=[O:40])C1C=CC=CC=1>C(O)C.[Pd]>[CH:34]1([N:13]2[C:14]3[CH:19]=[C:18]([N:20]4[CH2:21][CH2:22][N:23]([C:26]([O:28][C:29]([CH3:32])([CH3:31])[CH3:30])=[O:27])[CH2:24][CH2:25]4)[C:17]([F:33])=[CH:16][C:15]=3[N:11]3[C:10](=[O:40])[N:9]([OH:8])[C:38](=[O:39])[CH:37]=[C:12]23)[CH2:35][CH2:36]1. Procedure: tert-Butyl 4-[2-(benzyloxy)-5-cyclopropyl-8-fluoro-1,2,3,5-tetrahydro-1,3-dioxopyrimido[1,6-a]benzimidazol-7-yl]-1-piperazinecarboxylate (981 mg, 1.87 mmol) is dissolved in ethanol (250 ml) and hydrogenated with 5 percent palladium/carbon (200 mg) under hydrogen at normal pressure. The palladium/carbon is filtered off and washed with dimethylformamide (100 ml) at 100°. The combined filtrates are evaporated under reduced pressure. The residue is recrystallized from dimethylformamide. There are ob... Reactants: γ-glicidoxypropyl-trimethoxysilane, C(C)C(=O)C (methyl ethyl ketone), O (water), O (water), NCCC[Si](OCC)(OCC)OCC (γ-aminopropyl-triethoxysilane), C(C)C(=O)C (methyl ethyl ketone), ketimine, ketimine, ketimine. Reaction conditions: time 1 hour. Yields the product C(C1CO1)OCCC[Si](OC)(OC)OC (γ-glycidoxypropyl-trimethoxysilane). RXN SMILES: N[CH2:2][CH2:3][CH2:4][Si:5]([O:12][CH2:13]C)([O:9][CH2:10]C)[O:6][CH2:7]C.[CH2:15]([C:17]([CH3:19])=[O:18])C.[OH2:20]>>[CH2:15]([O:20][CH2:2][CH2:3][CH2:4][Si:5]([O:6][CH3:7])([O:9][CH3:10])[O:12][CH3:13])[CH:17]1[O:18][CH2:19]1. Procedure: Into a sealable, glass container were charged 50 g of γ-aminopropyl-triethoxysilane (0.226 mole) and 50 g (0.694 mole) methyl ethyl ketone. The mixture was allowed to stand one hour to permit the ketimine to form. Then 106.8 g (0.4525 mole) of γ-glicidoxypropyl-trimethoxysilane, 117.2 g of methyl ethyl ketone (1.63 mole) and 12.4 g (0.678 mole) distilled water were added to the ketimine mixture (representing a molar ratio of water per siloxane group of 0.68). The non-volatile solids content was ... Product: FC1=C(C=C(C=C1)F)C(CC)C=1NCCN1 (rac-2-[1-(2,5-Difluoro-phenyl)-propyl]-4,5-dihydro-1H-imidazole). Starting materials: FC1=C(C=C(C=C1)F)C(C#N)CC (rac-2-(2,5-difluoro-phenyl)-butyronitrile), C(CN)N (ethylene diamine). Procedure details: rac-2-[1-(2,5-Difluoro-phenyl)-propyl]-4,5-dihydro-1H-imidazole was prepared from rac-2-(2,5-difluoro-phenyl)-butyronitrile and ethylene diamine in analogy to Example 22: colourless powder; MS (ISP): 225.0 ((M+H)+.). RXN SMILES: [F:1][C:2]1[CH:7]=[CH:6][C:5]([F:8])=[CH:4][C:3]=1[CH:9]([CH2:12][CH3:13])[C:10]#[N:11].[CH2:14](N)[CH2:15][NH2:16]>>[F:1][C:2]1[CH:7]=[CH:6][C:5]([F:8])=[CH:4][C:3]=1[CH:9]([C:10]1[NH:16][CH2:15][CH2:14][N:11]=1)[CH2:12][CH3:13]. Starting materials: ClC1=C(C=2C3=C(N(C2C=C1)S(=O)(=O)C1=CC=C(C)C=C1)C(CC3)(O[Si](C)(C)C)C(F)(F)F)Cl (7,8-dichloro-4-tosyl-3-(trifluoromethyl)-3-(trimethylsilyloxy)-1,2,3,4-tetrahydrocyclopenta[b]indole), [OH-].[K+] (KOH). Solvent: C1CCOC1 (THF), O (H2O), O (water). Yields the product ClC1=C(C=2C3=C(NC2C=C1)C(CC3)(O)C(F)(F)F)Cl (7,8-Dichloro-3-(trifluoromethyl)-1,2,3,4-tetrahydrocyclopenta[b]indol-3-ol). Yield: 62.3%. RXN SMILES: [Cl:1][C:2]1[CH:10]=[CH:9][C:8]2[N:7](S(C3C=CC(C)=CC=3)(=O)=O)[C:6]3[C:21]([C:29]([F:32])([F:31])[F:30])([O:24][Si](C)(C)C)[CH2:22][CH2:23][C:5]=3[C:4]=2[C:3]=1[Cl:33].[OH-].[K+]>C1COCC1.O>[Cl:1][C:2]1[CH:10]=[CH:9][C:8]2[NH:7][C:6]3[C:21]([C:29]([F:31])([F:30])[F:32])([OH:24])[CH2:22][CH2:23][C:5]=3[C:4]=2[C:3]=1[Cl:33] |f:1.2|. Procedure details: To 7,8-dichloro-4-tosyl-3-(trifluoromethyl)-3-(trimethylsilyloxy)-1,2,3,4-tetrahydrocyclopenta[b]indole (0.2 g, 0.3 mmol) in THF (10 mL), KOH (104 mg, 1.8 mmol) in H2O (10 mL) was added and the resulting mixture was refluxed for 18 h. The reaction mixture was diluted with water (20 mL) and extracted with EtOAc (3×10 mL). The combined organic extracts were dried over Na2SO4 and concentrated in vacuo to give the crude compound which was purified by column chromatography (10% EtOAc-hexane) to affor... Starting materials: CC(=O)O[BH-](OC(C)=O)OC(C)=O, COc1cccc(C=O)c1, ClCCl, CC(C)(C)OC(=O)NC1CCNC1, [Na+], [Na+], O=C([O-])O. The product is COc1cccc(CN2CCC(NC(=O)OC(C)(C)C)C2)c1. RXN SMILES: [C:24]([O:25][BH-:26]([O:27][C:28](=[O:29])[CH3:30])[O:31][C:32](=[O:33])[CH3:34])(=[O:35])[CH3:36].[CH3:14][O:15][c:16]1[cH:17][c:18]([CH:19]=[O:20])[cH:21][cH:22][cH:23]1.[Cl:43][CH2:44][Cl:45].[NH:1]1[CH2:2][CH:3]([NH:6][C:7]([O:8][C:9]([CH3:10])([CH3:11])[CH3:12])=[O:13])[CH2:4][CH2:5]1.[Na+:37].[Na+:42].[O-:38][C:39]([OH:40])=[O:41]>>[N:1]1([CH2:19][c:18]2[cH:17][c:16]([O:15][CH3:14])[cH:23][cH:22][cH:21]2)[CH2:2][CH:3]([NH:6][C:7]([O:8][C:9]([CH3:10])([CH3:11])[CH3:12])=[O:13])[CH2:4][CH2:5]1. The reactants are O=C1CCC(=O)N1Br, CN(C)C=O, CCOC(C)=O, CS(=O)(=O)c1ccc(C(CC2CCCC2)c2ncc(C(=O)C3CC3)[nH]2)cc1. Yields the product CS(=O)(=O)c1ccc(C(CC2CCCC2)c2nc(Br)c(C(=O)C3CC3)[nH]2)cc1. As a reaction SMILES: [Br:28][N:29]1[C:30](=[O:31])[CH2:32][CH2:33][C:34]1=[O:35].[CH3:36][N:37]([CH3:38])[CH:39]=[O:40].[CH3:41][CH2:42][O:43][C:44](=[O:45])[CH3:46].[CH:1]1([CH2:6][CH:7]([c:8]2[cH:9][cH:10][c:11]([S:14](=[O:15])(=[O:16])[CH3:17])[cH:12][cH:13]2)[c:18]2[nH:19][c:20]([C:23](=[O:24])[CH:25]3[CH2:26][CH2:27]3)[cH:21][n:22]2)[CH2:2][CH2:3][CH2:4][CH2:5]1>>[CH:1]1([CH2:6][CH:7]([c:8]2[cH:9][cH:10][c:11]([S:14](=[O:15])(=[O:16])[CH3:17])[cH:12][cH:13]2)[c:18]2[nH:19][c:20]([C:23](=[O:24])[CH:25]3[CH2:26][CH2:27]3)[c:21]([Br:28])[n:22]2)[CH2:2][CH2:3][CH2:4][CH2:5]1. Starting materials: ClC1=NC(=NC=C1CO)C1=CC=CC=C1 ((4-chloro-2-phenylpyrimidin-5-yl)methanol), CC(=O)OI1(C=2C=CC=CC2C(=O)O1)(OC(=O)C)OC(=O)C (Dess-Martin periodinane). The solvent is CCOC(=O)C (EtOAc), C(Cl)Cl (CH2Cl2). Reaction conditions: time 2 hour. Product: ClC1=NC(=NC=C1C=O)C1=CC=CC=C1 (4-chloro-2-phenylpyrimidine-5-carbaldehyde). Yield: 85.2%. Reaction SMILES: [Cl:1][C:2]1[C:7]([CH2:8][OH:9])=[CH:6][N:5]=[C:4]([C:10]2[CH:15]=[CH:14][CH:13]=[CH:12][CH:11]=2)[N:3]=1.CC(OI1(OC(C)=O)(OC(C)=O)OC(=O)C2C=CC=CC1=2)=O>C(Cl)Cl.CCOC(C)=O>[Cl:1][C:2]1[C:7]([CH:8]=[O:9])=[CH:6][N:5]=[C:4]([C:10]2[CH:11]=[CH:12][CH:13]=[CH:14][CH:15]=2)[N:3]=1. Procedure: To a stirred (4-chloro-2-phenylpyrimidin-5-yl)methanol (242 mg, 1.10 mmol) in CH2Cl2 (11 mL) was added Dess-Martin periodinane (553 mg, 1.43 mmol). The reaction was kept for 2 hrs and was diluted with EtOAc (10 mL).The organic layer was washed with saturated NaHCO3 solution (10 mL), and brine (10 mL), dried (MgSO4), filtered and concentrated under reduced pressure to give the crude product as a white solid (250 mg). The crude product was purified by flash chromatography (silica gel, 20% EtOAc/he...